Dataset: the Open Reaction Database (ORD), a public repository of structured organic reaction records. Task: describe an organic reaction: reactants, conditions, products, and yield Reactants: BrC1=CC=C(C=C1)[C@@H](CC(=O)N(C)OC)C1=C(C=CC=C1)C ((R)-3-(4-bromophenyl)-N-methoxy-N-methyl-3-o-tolylpropanamide), CC1=NC=CC=C1 (2-methyl-pyridine). Product: BrC1=CC=C(C=C1)[C@@H](CC(CC1=NC=CC=C1)=O)C1=C(C=CC=C1)C ((R)-4-(4-Bromophenyl)-1-(pyridin-2-yl)-4-o-tolylbutan-2-one). RXN SMILES: [Br:1][C:2]1[CH:7]=[CH:6][C:5]([C@H:8]([C:16]2[CH:21]=[CH:20][CH:19]=[CH:18][C:17]=2[CH3:22])[CH2:9][C:10](N(OC)C)=[O:11])=[CH:4][CH:3]=1.[CH3:23][C:24]1[CH:29]=[CH:28][CH:27]=[CH:26][N:25]=1>>[Br:1][C:2]1[CH:3]=[CH:4][C:5]([C@H:8]([C:16]2[CH:21]=[CH:20][CH:19]=[CH:18][C:17]=2[CH3:22])[CH2:9][C:10](=[O:11])[CH2:23][C:24]2[CH:29]=[CH:28][CH:27]=[CH:26][N:25]=2)=[CH:6][CH:7]=1. Procedure details: In analogy to example 261, step 1, from (R)-3-(4-bromophenyl)-N-methoxy-N-methyl-3-o-tolylpropanamide (example 142, step 1) and 2-methyl-pyridine was prepared the title compound as a yellow oil, MS (ESI+): m/z=394.0 ([M+H]+, 1Br). The reactants are BrC1=NN=C(S1)N (5-bromo-1,3,4-thiadiazol-2-ylamine), C(CC1=CC=CC=C1)N (phenethylamine), OP(=O)([O-])[O-].[K+].[K+] (K2HPO4). Run in CN(C)C=O (DMF). Run at temperature 100 celsius. Yields the product NC1=NN=C(S1)NCCC1=CC=CC=C1 (N-(5-Amino-1,3,4-thiadiazol-2-yl)-N-phenethylamine). RXN SMILES: Br[C:2]1[S:6][C:5]([NH2:7])=[N:4][N:3]=1.[CH2:8]([NH2:16])[CH2:9][C:10]1[CH:15]=[CH:14][CH:13]=[CH:12][CH:11]=1.OP([O-])([O-])=O.[K+].[K+]>CN(C=O)C>[NH2:7][C:5]1[S:6][C:2]([NH:16][CH2:8][CH2:9][C:10]2[CH:15]=[CH:14][CH:13]=[CH:12][CH:11]=2)=[N:3][N:4]=1 |f:2.3.4|. Procedure: A mixture of 5-bromo-1,3,4-thiadiazol-2-ylamine (360 mg), phenethylamine (0.38 ml), and K2HPO4 (522 mg) in 2 ml of DMF is heated under nitrogen at 100° C. for two hours, then partitioned between water and ethyl acetate. The organic phase is washed with water and brine, dried over MgSO4, and concentrated under reduced pressure. Flash chromatography of the residue on silica using 4-5% methanol in dichloromethane provides 261 mg of the title compound. Recrystallization of 238 mg of this from 10 ml ... The reactants are resultant solution, CC1=C(C=CC=C1NC2=NC(=O)C3=C2C(=C(C(=C3Cl)Cl)Cl)Cl)NC4=NC(=O)C5=C4C(=C(C(=C5Cl)Cl)Cl)Cl (pigment), C=CC1=CC=CC=C1.C(C(=C)C)(=O)O (styrene methacrylic acid), CC1=C(C=CC=C1NC2=NC(=O)C3=C2C(=C(C(=C3Cl)Cl)Cl)Cl)NC4=NC(=O)C5=C4C(=C(C(=C5Cl)Cl)Cl)Cl (pigment), C(CCCCCCCCCCC)(=O)OOC(CCCCCCCCCCC)=O (lauroyl peroxide), CC1=C(C=CC=C1NC2=NC(=O)C3=C2C(=C(C(=C3Cl)Cl)Cl)Cl)NC4=NC(=O)C5=C4C(=C(C(=C5Cl)Cl)Cl)Cl (pigment), CC1=C(C=CC=C1NC2=NC(=O)C3=C2C(=C(C(=C3Cl)Cl)Cl)Cl)NC4=NC(=O)C5=C4C(=C(C(=C5Cl)Cl)Cl)Cl (pigment), resultant solution, CO (methanol), [OH-].[K+] (potassium hydroxide). The solvent is O (water), O (water), CS(=O)C (dimethyl sulfoxide), C1(NCC2=CC=CC=C12)=O (isoindolinone), C1(NCC2=CC=CC=C12)=O (isoindolinone). Conditions: temperature 0 celsius. Product: C1(NCC2=CC=CC=C12)=O.CC1=C(C=CC=C1NC2=NC(=O)C3=C2C(=C(C(=C3Cl)Cl)Cl)Cl)NC4=NC(=O)C5=C4C(=C(C(=C5Cl)Cl)Cl)Cl (isoindolinone pigment). Reaction SMILES: C=CC1C=CC=CC=1.C(O)(=O)C(C)=C.CO.[OH-].[K+].C(OOC(=O)CCCCCCCCCCC)(=O)CCCCCCCCCCC.[CH3:47][C:48]1[C:53]([NH:54][C:55]2[C:60]3[C:61]([Cl:68])=[C:62]([Cl:67])[C:63]([Cl:66])=[C:64]([Cl:65])[C:59]=3[C:57](=[O:58])[N:56]=2)=[CH:52][CH:51]=[CH:50][C:49]=1[NH:69][C:70]1[C:75]2[C:76]([Cl:83])=[C:77]([Cl:82])[C:78]([Cl:81])=[C:79]([Cl:80])[C:74]=2[C:72](=[O:73])[N:71]=1>CS(C)=O.C1(=O)C2C(=CC=CC=2)CN1.O>[C:57]1(=[O:58])[C:59]2[C:60](=[CH:61][CH:62]=[CH:63][CH:64]=2)[CH2:55][NH:56]1.[CH3:47][C:48]1[C:49]([NH:69][C:70]2[C:75]3[C:76]([Cl:83])=[C:77]([Cl:82])[C:78]([Cl:81])=[C:79]([Cl:80])[C:74]=3[C:72](=[O:73])[N:71]=2)=[CH:50][CH:51]=[CH:52][C:53]=1[NH:54][C:55]1[C:60]2[C:61]([Cl:68])=[C:62]([Cl:67])[C:63]([Cl:66])=[C:64]([Cl:65])[C:59]=2[C:57](=[O:58])[N:56]=1 |f:0.1,3.4,10.11|. Procedure: Four parts of a styrene/methacrylic acid copolymer (acid value: 250; molecular weight: 15,000) and 1 part of ELEMINOL RS-30 (trade name, product of Sanyo Chemical Industries, Ltd.) as dispersing agents were dissolved in 80 parts of dimethyl sulfoxide, and 10 parts of an isoindolinone pigment (C.I. Pigment Yellow 109) were suspended in the resultant solution in a flask at 25° C. under an air atmosphere. A 30% methanol solution of potassium hydroxide was then added dropwise little by little to dis... Procedure details: Lithium thienyl copper(I) cyanide was prepared according to the method of B. Lipshutz, et al., Tetrahedran Letters, 1987, 28, 945. To a cooled (-30° C.) tetrahydrofuran (100 mL) solution of thiophene (freshly distilled, 15.96 g, 15.2 mL, 0.19 mole) was added n-butyllithium (2.4 M in hexane, 79.2 mL, 0.19 mole) dropwise, via syringe, at a rate such that the temperature did not exceed -17° C. The homogenous mixture was was stirred at -25° C. for 5 min, warmed to 0° C. for 30 min and then recooled ... RXN SMILES: C12C3C1C23.[S:5]1[CH:9]=[CH:8][CH:7]=[CH:6]1.C([Li:14])CCC.[Cu:15][C:16]#[N:17]>O1CCCC1>[S:5]1[CH:9]=[CH:8][CH:7]=[C:6]1[Cu-:15][C:16]#[N:17].[Li+:14] |f:5.6|. Solvent: O1CCCC1 (tetrahydrofuran), O1CCCC1 (tetrahydrofuran). The reactants are C12C3C1C23 (Tetrahedran), [Cu]C#N (copper(I) cyanide), C(CCC)[Li] (n-butyllithium), S1C=CC=C1 (thiophene). The product is S1C(=CC=C1)[Cu-]C#N.[Li+] (lithium thienyl copper(I) cyanide). Run at temperature -25 celsius, time 5 minute. Reactants: C(C)OC(C(C)(C)OC1=CC(=CC=C1)C#N)=O (2-(3-cyano-phenoxy)-2-methyl-propionic acid ethyl ester), C(C)(=O)O (acetic acid). The reagents and catalysts are [Pd] (Pd—C). Solvent: C(C)O (ethanol). Run at time 5 hour. The product is C(C)OC(C(C)(C)OC1=CC(=CC=C1)CN)=O (2-(3-Aminomethyl-phenoxy)-2-methyl-propionic acid ethyl ester). The yield is 88.5%. RXN SMILES: [CH2:1]([O:3][C:4](=[O:17])[C:5]([O:8][C:9]1[CH:14]=[CH:13][CH:12]=[C:11]([C:15]#[N:16])[CH:10]=1)([CH3:7])[CH3:6])[CH3:2].C(O)(=O)C>C(O)C.[Pd]>[CH2:1]([O:3][C:4](=[O:17])[C:5]([O:8][C:9]1[CH:14]=[CH:13][CH:12]=[C:11]([CH2:15][NH2:16])[CH:10]=1)([CH3:7])[CH3:6])[CH3:2]. Reported procedure: 8.56 g (36.7 mmol) of 2-(3-cyano-phenoxy)-2-methyl-propionic acid ethyl ester was dissolved in 65 ml ethanol; then, 6.5 ml acetic acid was added, followed by 0.9 g Pd—C (10%) and the reaction mixture was hydrogenated under 1 atm of H2-pressure during 5 hours. Then, it was filtered (Celite), the filter cake was washed twice with ethanol and the solvents were evaporated. The residue was partitioned between crashed ice/1N NaOH/EtOAc and extracted twice with EtOAc; the organic phases were washed wit... The reactants are C(C)(C)(C)C1=CC(=C(C=N1)C=1N([C@]([C@](N1)(C)C1=CC=C(C=C1)Cl)(C)C1=CC=C(C=C1)Cl)C(=O)N1CCC(CC1)CC(=O)O)OCC ({1-[(4S,5R)-2-(6-tert-butyl-4-ethoxy-pyridin-3-yl)-4,5-bis-(4-chloro-phenyl)-4,5-dimethyl-4,5-dihydro-imidazole-1-carbonyl]-piperidin-4-yl}-acetic acid), CON (methoxyamine). Yields the product C(C)(C)(C)C1=CC(=C(C=N1)C=1N([C@]([C@](N1)(C)C1=CC=C(C=C1)Cl)(C)C1=CC=C(C=C1)Cl)C(=O)N1CCC(CC1)CC(=O)NOC)OCC (2-{1-[(4S,5R)-2-(6-tert-Butyl-4-ethoxy-pyridin-3-yl)-4,5-bis-(4-chloro-phenyl)-4,5-dimethyl-4,5-dihydro-imidazole-1-carbonyl]-piperidin-4-yl}-N-methoxy-acetamide). As a reaction SMILES: [C:1]([C:5]1[N:10]=[CH:9][C:8]([C:11]2[N:12]([C:32]([N:34]3[CH2:39][CH2:38][CH:37]([CH2:40][C:41](O)=[O:42])[CH2:36][CH2:35]3)=[O:33])[C@@:13]([C:25]3[CH:30]=[CH:29][C:28]([Cl:31])=[CH:27][CH:26]=3)([CH3:24])[C@@:14]([C:17]3[CH:22]=[CH:21][C:20]([Cl:23])=[CH:19][CH:18]=3)([CH3:16])[N:15]=2)=[C:7]([O:44][CH2:45][CH3:46])[CH:6]=1)([CH3:4])([CH3:3])[CH3:2].[CH3:47][O:48][NH2:49]>>[C:1]([C:5]1[N:10]=[CH:9][C:8]([C:11]2[N:12]([C:32]([N:34]3[CH2:39][CH2:38][CH:37]([CH2:40][C:41]([NH:49][O:48][CH3:47])=[O:42])[CH2:36][CH2:35]3)=[O:33])[C@@:13]([C:25]3[CH:30]=[CH:29][C:28]([Cl:31])=[CH:27][CH:26]=3)([CH3:24])[C@@:14]([C:17]3[CH:18]=[CH:19][C:20]([Cl:23])=[CH:21][CH:22]=3)([CH3:16])[N:15]=2)=[C:7]([O:44][CH2:45][CH3:46])[CH:6]=1)([CH3:2])([CH3:3])[CH3:4]. Procedure details: In a manner analogous to the method described in example 163, {1-[(4S,5R)-2-(6-tert-butyl-4-ethoxy-pyridin-3-yl)-4,5-bis-(4-chloro-phenyl)-4,5-dimethyl-4,5-dihydro-imidazole-1-carbonyl]-piperidin-4-yl}-acetic acid was coupled with methoxyamine (Aldrich) to give the title compound. HR-MS (ES, m/z) calculated for C37H46Cl2N5O4 [(M+H)+] 694.2922, observed 694.2919. Reactants: CCN(C(C)C)C(C)C (DIEA), N[C@@H](C(=O)OC)CC1=CC=C(C=C1)OC (methyl (R)-2-amino-3-(4-methoxyphenyl)-propanoate), [OH-].[Na+] (sodium hydroxide), Cl.C(CC1=CNC=N1)C(=O)O (desamino-histidine hydrochloride), CN(C)C(=[N+](C)C)ON1C2=C(C=CC=C2)N=N1.[B-](F)(F)(F)F (TBTU). The solvent is CN(C)C=O (DMF), CN(C)C=O (DMF). Run at time 15 minute. Yields the product N1C=NC(=C1)CCC(=O)N[C@@H](C(=O)OC)CC1=CC=C(C=C1)OC (Methyl (R)-2-(3-1H-imidazol-4-ylpropionyl-amino)-3-(4-methoxyphenyl)propanoate). Yield: 49.0%. Reaction SMILES: CCN(C(C)C)C(C)C.Cl.[CH2:11]([C:18]([OH:20])=O)[CH2:12][C:13]1[N:17]=[CH:16][NH:15][CH:14]=1.CN(C(ON1N=NC2C=CC=CC1=2)=[N+](C)C)C.[B-](F)(F)(F)F.[NH2:43][C@H:44]([CH2:49][C:50]1[CH:55]=[CH:54][C:53]([O:56][CH3:57])=[CH:52][CH:51]=1)[C:45]([O:47][CH3:48])=[O:46].[OH-].[Na+]>CN(C=O)C>[NH:15]1[CH:14]=[C:13]([CH2:12][CH2:11][C:18]([NH:43][C@H:44]([CH2:49][C:50]2[CH:51]=[CH:52][C:53]([O:56][CH3:57])=[CH:54][CH:55]=2)[C:45]([O:47][CH3:48])=[O:46])=[O:20])[N:17]=[CH:16]1 |f:1.2,3.4,6.7|. Procedure details: 35.5 ml of DIEA are added to a solution containing 13.2 g (74.7 mmol) of desamino-histidine hydrochloride and 24 g (74.7 mmol) of TBTU in 100 ml of DMF. After stirring for 15 minutes at ambient temperature, 14.2 g (67.9 mmol) of methyl (R)-2-amino-3-(4-methoxyphenyl)-propanoate in 150 ml of DMF are added. The reaction medium is left to stir for 16 hours and then basified to pH=8-9 by introducing 1N sodium hydroxide and a saturated solution of sodium hydrogen carbonate, followed by extraction wit... Reactants: [Li]CCCC, CCCCCC, C1=CC(P(c2ccccc2)c2ccccc2)c2ccccc21. Yields the product [Li]C1(P(c2ccccc2)c2ccccc2)C=Cc2ccccc21. RXN SMILES: [CH3:23][CH2:24][CH2:25][CH2:26][Li:27].[CH3:28][CH2:29][CH2:30][CH2:31][CH2:32][CH3:33].[CH:1]1([P:10]([c:11]2[cH:12][cH:13][cH:14][cH:15][cH:16]2)[c:17]2[cH:18][cH:19][cH:20][cH:21][cH:22]2)[CH:2]=[CH:3][c:4]2[cH:5][cH:6][cH:7][cH:8][c:9]21>>[C:1]1([P:10]([c:11]2[cH:12][cH:13][cH:14][cH:15][cH:16]2)[c:17]2[cH:18][cH:19][cH:20][cH:21][cH:22]2)([Li:27])[CH:2]=[CH:3][c:4]2[cH:5][cH:6][cH:7][cH:8][c:9]21.